This data is from the Open Reaction Database (ORD), a public repository of structured organic reaction records. The task is: describe an organic reaction: reactants, conditions, products, and yield Reactants: BrC(Br)(Br)Br, COc1ccc2c(c1)CCNC2CCO, ClCCl, NC(=O)C(F)(F)F, c1ccc(P(c2ccccc2)c2ccccc2)cc1. Product: COc1ccc2c(c1)CCNC2CCBr, NC(=O)C(F)(F)F. Reaction SMILES: [C:23]([Br:24])([Br:25])([Br:26])[Br:27].[CH3:8][O:9][c:10]1[cH:11][c:12]2[c:17]([cH:18][cH:19]1)[CH:16]([CH2:20][CH2:21][OH:22])[NH:15][CH2:14][CH2:13]2.[Cl:47][CH2:48][Cl:49].[F:1][C:2]([C:3](=[O:4])[NH2:5])([F:6])[F:7].[c:28]1([P:29]([c:30]2[cH:31][cH:32][cH:33][cH:34][cH:35]2)[c:36]2[cH:37][cH:38][cH:39][cH:40][cH:41]2)[cH:42][cH:43][cH:44][cH:45][cH:46]1>>[CH3:8][O:9][c:10]1[cH:11][c:12]2[c:17]([cH:18][cH:19]1)[CH:16]([CH2:20][CH2:21][Br:24])[NH:15][CH2:14][CH2:13]2.[F:1][C:2]([C:3](=[O:4])[NH2:5])([F:6])[F:7]. Reactants: O=C([O-])[O-], C=CCBr, CC#N, Cc1nn(-c2cc(O)c(Cl)cc2F)c(C)c1C, [K+], [K+]. Product: C=CCOc1cc(-n2nc(C)c(C)c2C)c(F)cc1Cl. RXN SMILES: [C:22](=[O:23])([O-:24])[O-:25].[CH2:18]([CH:19]=[CH2:20])[Br:21].[CH3:28][C:29]#[N:30].[F:1][c:2]1[c:3](-[n:10]2[n:11][c:12]([CH3:17])[c:13]([CH3:16])[c:14]2[CH3:15])[cH:4][c:5]([OH:9])[c:6]([Cl:8])[cH:7]1.[K+:26].[K+:27]>>[F:1][c:2]1[c:3](-[n:10]2[n:11][c:12]([CH3:17])[c:13]([CH3:16])[c:14]2[CH3:15])[cH:4][c:5]([O:9][CH2:20][CH:19]=[CH2:18])[c:6]([Cl:8])[cH:7]1. Starting materials: CC(C)(C)OC(=O)NC(Cc1ccccc1)C(O)CCl, CC(C)O, [Na+], [OH-], O, O=C(O)CC(O)(CC(=O)O)C(=O)O. The product is CC(C)(C)OC(=O)NC(Cc1ccccc1)C1CO1. As a reaction SMILES: [C:5]([CH3:6])([CH3:7])([CH3:8])[O:9][C:10](=[O:11])[NH:12][CH:13]([CH:14]([CH2:15][Cl:16])[OH:17])[CH2:18][c:19]1[cH:20][cH:21][cH:22][cH:23][cH:24]1.[CH3:1][CH:2]([OH:3])[CH3:4].[Na+:26].[OH-:25].[OH2:40].[OH:27][C:28]([CH2:29][C:30]([C:31](=[O:32])[OH:33])([CH2:34][C:35](=[O:36])[OH:37])[OH:38])=[O:39]>>[C:5]([CH3:6])([CH3:7])([CH3:8])[O:9][C:10](=[O:11])[NH:12][CH:13]([CH:14]1[CH2:15][O:17]1)[CH2:18][c:19]1[cH:20][cH:21][cH:22][cH:23][cH:24]1. The reactants are C(C)(=O)OCC (ethyl acetate), compound, ( 7 ), C1CCC2=NCCCN2CC1 (1,8-diazabicyclo[5,4,0]-7-undecene), CC(C#N)(O)C (acetone cyanohydrin). The solvent is C(C)#N (acetonitrile). Yields the product C(C)(C)(C)OC(=O)N1C[C@@H](CC1)C#N ((3R)-1-tert-butoxycarbonyl-3-cyanopyrrolidine). As a reaction SMILES: C1[CH2:11][CH2:10][N:9]2[C:4](=[N:5][CH2:6][CH2:7][CH2:8]2)CC1.[CH3:12][C:13]([CH3:17])([OH:16])[C:14]#N.C(OCC)(=[O:20])C>C(#N)C>[C:13]([O:16][C:4]([N:9]1[CH2:10][CH2:11][C@@H:7]([C:6]#[N:5])[CH2:8]1)=[O:20])([CH3:17])([CH3:14])[CH3:12]. Reported procedure: The compound (12.2 g) obtained in (7) was dissolved in anhydrous acetonitrile (122 ml). To the solution, 1,8-diazabicyclo[5,4,0]-7-undecene (8.02 ml) and acetone cyanohydrin (6.53 ml) were added, followed by heating under reflux for 10 hours. The reaction mixture was diluted with ethyl acetate (1 liter) and washed five times with water (200 ml) and once with a saturated aqueous solution of ammonium chloride (200 ml). The organic layer was dried over anhydrous magnesium sulfate and concentrated b... Reactants: Cl(=O)[O-].[Na+] (sodium chlorite), O.O.P(=O)(O)(O)[O-].[Na+] (sodium dihydrogen phosphate dihydrate), O (water), FC(C=1N=C2SC=CN2C1C=O)(F)F (6-trifluoromethyl-imidazo[2,1-b]thiazole-5-carbaldehyde). Solvent: CC(C)(C)O (t-BuOH). Yields the product FC(C=1N=C2SC=CN2C1C(=O)O)(F)F (6-trifluoromethyl-imidazo[2,1-b]thiazole-5-carboxylic acid). Yield: 54.9%. Reaction SMILES: Cl([O-])=O.[Na+].[OH2:5].O.P([O-])(O)(O)=O.[Na+].O.[F:14][C:15]([F:27])([F:26])[C:16]1[N:17]=[C:18]2[N:22]([C:23]=1[CH:24]=[O:25])[CH:21]=[CH:20][S:19]2>CC(O)(C)C>[F:27][C:15]([F:26])([F:14])[C:16]1[N:17]=[C:18]2[N:22]([C:23]=1[C:24]([OH:5])=[O:25])[CH:21]=[CH:20][S:19]2 |f:0.1,2.3.4.5|. Procedure details: A solution of sodium chlorite 418.986 mg (4.633 mmol) and sodium dihydrogen phosphate dihydrate 553.971 mg (3.551 mmol) in water 3.94 mL (218.895 mmol) was added dropwise to a solution of 6-trifluoromethyl-imidazo[2,1-b]thiazole-5-carbaldehyde 119 mg (0.54 mmol) in t-BuOH (3.94 mL). The mixture was stirred for 2 h30 at RT. The mixture was then concentrated in vacuo to remove t-BuOH, a white precipitate was formed and filtered to give the title compound as a white solid (70 mg, 55%). The reactants are CC(C)([O-])C.[Na+] (sodium tert-butoxide), C(C1CCCO1)O (Tetrahydrofurfuryl alcohol), ClC1=NC(=C2N=CN(C2=N1)C1OCCCC1)N (2-chloro-9-(tetrahydro-2H-pyran-2-yl)-9H-purin-6-amine). The solvent is COCCOC (1,2-dimethoxyethane). Conditions: temperature 110 celsius. The product is O1C(CCC1)COC1=NC(=C2N=CN(C2=N1)C1OCCCC1)N (2-[(Tetrahydro-2-furanylmethyl)oxy]-9-(tetrahydro-2H-pyran-2-yl)-9H-purin-6-amine). Isolated yield 54.2%. RXN SMILES: [CH2:1]([OH:7])[CH:2]1[O:6][CH2:5][CH2:4][CH2:3]1.CC(C)([O-])C.[Na+].Cl[C:15]1[N:23]=[C:22]2[C:18]([N:19]=[CH:20][N:21]2[CH:24]2[CH2:29][CH2:28][CH2:27][CH2:26][O:25]2)=[C:17]([NH2:30])[N:16]=1>COCCOC>[O:6]1[CH2:5][CH2:4][CH2:3][CH:2]1[CH2:1][O:7][C:15]1[N:23]=[C:22]2[C:18]([N:19]=[CH:20][N:21]2[CH:24]2[CH2:29][CH2:28][CH2:27][CH2:26][O:25]2)=[C:17]([NH2:30])[N:16]=1 |f:1.2|. Procedure: Tetrahydrofurfuryl alcohol (4.09 g) was diluted with 1,2-dimethoxyethane (20 mL). To this solution was added sodium tert-butoxide (3.84 g) gradually. The resultant reaction mixture was stirred until homogeneous (orange solution) before 2-chloro-9-(tetrahydro-2H-pyran-2-yl)-9H-purin-6-amine (2.53 g) was added. The reaction mixture was then heated to 110° C. (external) overnight under nitrogen. The reaction mixture was quenched with water (100 mL) and extracted with ethyl acetate (100 mL, 3 times)... The reactants are C=C(CO)COCCCCCCCCCCCCCCCC, CS(=O)(=O)OCCCCOS(C)(=O)=O, CN(C)C=O, [H-], [Na+]. The product is C=C(COCCCCCCCCCCCCCCCC)COCCCCOS(C)(=O)=O. As a reaction SMILES: [CH2:1]([CH2:2][CH2:3][CH2:4][CH2:5][CH2:6][CH2:7][CH2:8][CH2:9][CH2:10][CH2:11][CH2:12][CH2:13][CH2:14][CH2:15][CH3:16])[O:17][CH2:18][C:19]([CH2:20][OH:21])=[CH2:22].[CH3:25][S:26](=[O:27])(=[O:28])[O:29][CH2:30][CH2:31][CH2:32][CH2:33][O:34][S:35]([CH3:36])(=[O:37])=[O:38].[CH3:39][N:40]([CH3:41])[CH:42]=[O:43].[H-:23].[Na+:24]>>[CH2:1]([CH2:2][CH2:3][CH2:4][CH2:5][CH2:6][CH2:7][CH2:8][CH2:9][CH2:10][CH2:11][CH2:12][CH2:13][CH2:14][CH2:15][CH3:16])[O:17][CH2:18][C:19]([CH2:20][O:21][CH2:33][CH2:32][CH2:31][CH2:30][O:29][S:26]([CH3:25])(=[O:27])=[O:28])=[CH2:22].